This data is from the Open Reaction Database (ORD), a public repository of structured organic reaction records. The task is: describe an organic reaction: reactants, conditions, products, and yield Starting materials: solution, C[Li] (methyllithium), solution, CC1=C(C=CC=2C3=CC=CC=C3NC12)C(=O)O (1-Methylcarbazole-2-carboxylic acid), aqueous solution, Cl (hydrogenchloride). Solvent: C(C)OCC (diethyl ether), C(C)OCC (diethyl ether). Reaction conditions: time 1 hour. Yields the product C(C)(=O)C1=C(C=2NC3=CC=CC=C3C2C=C1)C (2-Acetyl-1-methylcarbazole). The yield is 87.9%. RXN SMILES: [CH3:1][Li].[CH3:3][C:4]1[C:16]2[NH:15][C:14]3[C:9](=[CH:10][CH:11]=[CH:12][CH:13]=3)[C:8]=2[CH:7]=[CH:6][C:5]=1[C:17]([OH:19])=O.Cl>C(OCC)C>[C:17]([C:5]1[CH:6]=[CH:7][C:8]2[C:9]3[C:14](=[CH:13][CH:12]=[CH:11][CH:10]=3)[NH:15][C:16]=2[C:4]=1[CH3:3])(=[O:19])[CH3:1]. Procedure details: 15 ml of a 1.5M solution of methyllithium (22 mmol) in diethyl ether was added to 30 ml of a solution of 1.25 g of 1-methylcarbazol-2-ylcarboxylic acid (5.5 mmol--as obtained in Example 26) in diethyl ether, at a temperature of -78° C. The reaction mixture was then warmed to room temperature and stirred for 1 hour. After this time, the mixture was poured into a 0.5N aqueous solution of hydrogenchloride. The aqueous layer was extracted with ethyl acetate and the resulting organic layer was washed... Starting materials: CC(=O)O[BH-](OC(C)=O)OC(C)=O, O=C([O-])O, COc1ccc(CN)cc1, ClCCCl, [Na+], [Na+], O=C1CCOCC1. The product is COc1ccc(CN(C)C2CCOCC2)cc1. As a reaction SMILES: [C:18]([O:19][BH-:20]([O:21][C:22](=[O:23])[CH3:24])[O:25][C:26](=[O:27])[CH3:28])(=[O:29])[CH3:30].[C:32](=[O:33])([OH:34])[O-:35].[CH3:1][O:2][c:3]1[cH:4][cH:5][c:6]([CH2:7][NH2:8])[cH:9][cH:10]1.[Cl:37][CH2:38][CH2:39][Cl:40].[Na+:31].[Na+:36].[O:11]1[CH2:12][CH2:13][C:14](=[O:17])[CH2:15][CH2:16]1>>[CH3:1][O:2][c:3]1[cH:4][cH:5][c:6]([CH2:7][N:8]([CH:14]2[CH2:13][CH2:12][O:11][CH2:16][CH2:15]2)[CH3:18])[cH:9][cH:10]1. Starting materials: ClCCl, C[Si](C)(C)Cl, [K+], [K+], O=C([O-])[O-], C#CCCC(O)(c1ccccc1)C1SCCCS1, c1c[nH]cn1. Product: C#CCCC(O[Si](C)(C)C)(c1ccccc1)C1SCCCS1. Reaction SMILES: [CH2:35]([Cl:36])[Cl:37].[Cl:24][Si:25]([CH3:26])([CH3:27])[CH3:28].[K+:29].[K+:30].[O-:31][C:32]([O-:33])=[O:34].[OH:1][C:2]([CH2:3][CH2:4][C:5]#[CH:6])([c:7]1[cH:8][cH:9][cH:10][cH:11][cH:12]1)[CH:13]1[S:14][CH2:15][CH2:16][CH2:17][S:18]1.[nH:19]1[cH:20][cH:21][n:22][cH:23]1>>[O:1]([C:2]([CH2:3][CH2:4][C:5]#[CH:6])([c:7]1[cH:8][cH:9][cH:10][cH:11][cH:12]1)[CH:13]1[S:14][CH2:15][CH2:16][CH2:17][S:18]1)[Si:25]([CH3:26])([CH3:27])[CH3:28]. Reactants: CC1=NC=C(C=C1)C(CCCC(C)=O)=O (1-(2-methyl-5-pyridinyl)hexan-1,5-dione), [OH-].[Na+] (sodium hydroxide), O (water). Solvent: CO (methanol), CO (methanol). Run at time 1 hour. Product: CC1=NC=C(C=C1)C1=CC(CCC1)=O (3-(2-methyl-5-pyridinyl)-2-cyclohexen-1-one). Isolated yield 82.0%. RXN SMILES: [CH3:1][C:2]1[CH:7]=[CH:6][C:5]([C:8](=O)[CH2:9][CH2:10][CH2:11][C:12](=[O:14])[CH3:13])=[CH:4][N:3]=1.[OH-].[Na+].O>CO>[CH3:1][C:2]1[CH:7]=[CH:6][C:5]([C:8]2[CH2:9][CH2:10][CH2:11][C:12](=[O:14])[CH:13]=2)=[CH:4][N:3]=1 |f:1.2|. Procedure details: A 72.2 g. portion of 1-(2-methyl-5-pyridinyl)hexan-1,5-dione was dissolved in 200 ml. of methanol and added to a solution containing 50 g. of sodium hydroxide in 500 ml. of water plus 100 ml. of methanol. The reaction mixture was stirred for 1 hour at room temperature and the methanol was then distilled off in vacuo at a low temperature. The remaining aqueous mixture was extracted four times with ether; the ether extracts were combined, dried over anhydrous sodium sulfate and filtered; and, the ... Starting materials: CC(=O)OC1C(N(C)S(C)(=O)=O)c2cc(OCCCC(F)(F)F)ccc2OC1(C)C, C1CCC2=NCCCN2CC1, Cc1ccccc1. The product is CN(C1=CC(C)(C)Oc2ccc(OCCCC(F)(F)F)cc21)S(C)(=O)=O. Reaction SMILES: [C:1]([O:2][CH:5]1[C:6]([CH3:29])([CH3:30])[O:7][c:8]2[cH:9][cH:10][c:11]([O:21][CH2:22][CH2:23][CH2:24][C:25]([F:26])([F:27])[F:28])[cH:12][c:13]2[CH:14]1[N:15]([S:16](=[O:17])(=[O:18])[CH3:19])[CH3:20])(=[O:3])[CH3:4].[CH2:31]1[CH2:32][CH2:33][C:34]2=[N:39][CH2:38][CH2:37][CH2:36][N:35]2[CH2:40][CH2:41]1.[CH3:42][c:43]1[cH:44][cH:45][cH:46][cH:47][cH:48]1>>[CH:5]1=[C:14]([N:15]([S:16](=[O:17])(=[O:18])[CH3:19])[CH3:20])[c:13]2[c:8]([cH:9][cH:10][c:11]([O:21][CH2:22][CH2:23][CH2:24][C:25]([F:26])([F:27])[F:28])[cH:12]2)[O:7][C:6]1([CH3:29])[CH3:30].